From a dataset of the Open Reaction Database (ORD), a public repository of structured organic reaction records. describe an organic reaction: reactants, conditions, products, and yield Starting materials: [Cl-].C1(=CC=CC=C1)[I+]C1=CC=CC=C1 (diphenyliodonium chloride), aromatic iodonium, P(O)(O)O (phosphorous acid), S([O-])(O)(=O)=O.C1(=CC=CC=C1)[I+]C1=CC=CC=C1 (diphenyliodonium bisulfate), F[B-](F)(F)F.[H+] (fluoroboric acid). Reagents/catalysts: F[B-](F)(F)F.[Ag+] (silver fluoroborate). Solvent: O (water). The product is F[B-](F)(F)F.C1(=CC=CC=C1)[I+]C1=CC=CC=C1 (diphenyliodonium fluoroborate). Reaction SMILES: S(=O)(=O)(O)[O-].[C:6]1([I+:12][C:13]2[CH:18]=[CH:17][CH:16]=[CH:15][CH:14]=2)[CH:11]=[CH:10][CH:9]=[CH:8][CH:7]=1.[F:19][B-:20]([F:23])([F:22])[F:21].[H+].P(O)(O)O.[Cl-].C1([I+]C2C=CC=CC=2)C=CC=CC=1>F[B-](F)(F)F.[Ag+].O>[F:19][B-:20]([F:23])([F:22])[F:21].[C:13]1([I+:12][C:6]2[CH:7]=[CH:8][CH:9]=[CH:10][CH:11]=2)[CH:14]=[CH:15][CH:16]=[CH:17][CH:18]=1 |f:0.1,2.3,5.6,7.8,10.11|. Procedure details: The aromatic iodonium complex salts may be prepared by metathesis of corresponding aromatic iodonium simple salts (such as, for example, the diphenyliodonium bisulfate) in accordance with the teachings of Beringer, et al., J. Am. Chem. Soc. 81, 342 (1959). Thus, for examples, the complex salt diphenyliodonium tetrafluoroborate is prepared by the addition of 60° C. of an aqueous solution containing 29.2 g. (150 millimoles) silver fluoroborate, 2 g. fluoroboric acid, and 0.5 g. phosphorous acid in... Starting materials: C(CCC)[Sn](C1CCCCC1)(CCCC)CCCC (tributylcyclohexyl stannane), C(CCC)[Sn](CCCC)(CCCC)Cl (tributyltin chloride), C(CCC)[Sn](C1CCCCC1)(C1CCCCC1)CCCC (dibutyldicyclohexyl stannane), C1(CCCCC1)[Mg]Cl (cyclohexylmagnesium chloride), stannic chloride. Reagents/catalysts: [Hg] (mercury). Solvent: CCCCC (pentane), CCCCC (pentane). Reaction conditions: temperature 36 celsius. The product is C(CCC)[Sn](C1CCCCC1)(CCCC)CCCC (Tributylcyclohexyl stannane), C(CCC)[Sn](C1CCCCC1)(CCCC)Cl (dibutylcyclohexyltin chloride). Isolated yield 93.2%. RXN SMILES: [CH2:1]([Sn:5]([CH2:18][CH2:19][CH2:20][CH3:21])([CH:12]1CC[CH2:15][CH2:14][CH2:13]1)[CH:6]1[CH2:11][CH2:10][CH2:9][CH2:8][CH2:7]1)[CH2:2][CH2:3][CH3:4].[CH:22]1([Mg]Cl)[CH2:27][CH2:26][CH2:25][CH2:24][CH2:23]1.[CH2:30]([Sn:34]([Cl:43])(CCCC)[CH2:35][CH2:36][CH2:37][CH3:38])[CH2:31][CH2:32][CH3:33].C([Sn](CCCC)(CCCC)C1CCCCC1)CCC>[Hg].CCCCC>[CH2:18]([Sn:5]([CH2:1][CH2:2][CH2:3][CH3:4])([CH2:12][CH2:13][CH2:14][CH3:15])[CH:6]1[CH2:11][CH2:10][CH2:9][CH2:8][CH2:7]1)[CH2:19][CH2:20][CH3:21].[CH2:30]([Sn:34]([Cl:43])([CH2:35][CH2:36][CH2:37][CH3:38])[CH:22]1[CH2:27][CH2:26][CH2:25][CH2:24][CH2:23]1)[CH2:31][CH2:32][CH3:33]. Procedure: Tributylcyclohexyl stannane was prepared using a procedure similar to that described in Example 1 for dibutyldicyclohexyl stannane, with the exception that a 25% molar excess of cyclohexylmagnesium chloride was reacted with tributyltin chloride. The boiling point of the product was 123° C. under a pressure of 0.7 mm. of mercury. A solution containing 37.3 grams (0.1 mole) of tributylcyclohexyl stannane in 50 cc. of pentane was placed in a reaction vessel equipped with a thermometer, mechanically... The reactants are COC1=NC2=CC=C(C=C2C=C1)C=1C=NC=CC1 (2-methoxy-6-(3-pyridyl) quinoline), [OH-].[Na+] (sodium hydroxide). Run in Br (hydrobromic acid). The product is N1=CC(=CC=C1)C=1C=C2C=CC(NC2=CC1)=O (6-(3-pyridyl)-2-[1H]-quinolone). As a reaction SMILES: C[O:2][C:3]1[CH:12]=[CH:11][C:10]2[C:5](=[CH:6][CH:7]=[C:8]([C:13]3[CH:14]=[N:15][CH:16]=[CH:17][CH:18]=3)[CH:9]=2)[N:4]=1.[OH-].[Na+]>Br>[N:15]1[CH:16]=[CH:17][CH:18]=[C:13]([C:8]2[CH:9]=[C:10]3[C:5](=[CH:6][CH:7]=2)[NH:4][C:3](=[O:2])[CH:12]=[CH:11]3)[CH:14]=1 |f:1.2|. Reported procedure: A stirred solution of 2-methoxy-6-(3-pyridyl) quinoline (1.83 g) in 48% aqueous hydrobromic acid (6 cm3) was heated at 100° C. for 1.5 hours. The mixture was then cooled in an ice bath, adjusted with 5M sodium hydroxide solution to pH 8, and continuously extracted with chloroform for 6 hours. The dried (MgSO4) organic extract was then evaporated to give a solid which was recrystallised from methanol-ethyl acetate to afford 6-(3-pyridyl)-2-[1H]-quinolone, m.p. 217°-218°, (0.62 g). Starting materials: CO, CCOC(=O)c1cnccc1CCCOc1cccnc1Oc1cccc(Cl)c1, [Na+], [OH-]. Product: O=C(O)c1cnccc1CCCOc1cccnc1Oc1cccc(Cl)c1. RXN SMILES: [CH3:32][OH:33].[Cl:1][c:2]1[cH:3][c:4]([O:5][c:6]2[n:7][cH:8][cH:9][cH:10][c:11]2[O:12][CH2:13][CH2:14][CH2:15][c:16]2[c:17]([C:22](=[O:23])[O:24][CH2:25][CH3:26])[cH:18][n:19][cH:20][cH:21]2)[cH:27][cH:28][cH:29]1.[Na+:31].[OH-:30]>>[Cl:1][c:2]1[cH:3][c:4]([O:5][c:6]2[n:7][cH:8][cH:9][cH:10][c:11]2[O:12][CH2:13][CH2:14][CH2:15][c:16]2[c:17]([C:22](=[O:23])[OH:24])[cH:18][n:19][cH:20][cH:21]2)[cH:27][cH:28][cH:29]1. The reactants are CO, CCOC(=O)C(Cc1ccnc(OCCOc2ccc(Cl)cc2Cl)c1)OC(C)C, Cl, [Na+], [OH-], O. The product is CC(C)OC(Cc1ccnc(OCCOc2ccc(Cl)cc2Cl)c1)C(=O)O. RXN SMILES: [CH3:33][OH:34].[Cl:1][c:2]1[c:3]([O:4][CH2:5][CH2:6][O:7][c:8]2[n:9][cH:10][cH:11][c:12]([CH2:14][CH:15]([C:16](=[O:17])[O:18][CH2:19][CH3:20])[O:21][CH:22]([CH3:23])[CH3:24])[cH:13]2)[cH:25][cH:26][c:27]([Cl:29])[cH:28]1.[ClH:32].[Na+:31].[OH-:30].[OH2:35]>>[Cl:1][c:2]1[c:3]([O:4][CH2:5][CH2:6][O:7][c:8]2[n:9][cH:10][cH:11][c:12]([CH2:14][CH:15]([C:16](=[O:17])[OH:18])[O:21][CH:22]([CH3:23])[CH3:24])[cH:13]2)[cH:25][cH:26][c:27]([Cl:29])[cH:28]1.